Dataset: the Open Reaction Database (ORD), a public repository of structured organic reaction records. Task: describe an organic reaction: reactants, conditions, products, and yield Reactants: Cc1c(C)c2c(c(C)c1Br)CC(C)(CO)O2, O=C([O-])O, CCN(C(C)C)C(C)C, C1CCOC1, COCCl, [Na+], O. Product: COCOCC1(C)Cc2c(C)c(Br)c(C)c(C)c2O1. As a reaction SMILES: [Br:14][c:15]1[c:16]([CH3:29])[c:17]([CH3:28])[c:18]2[c:19]([c:26]1[CH3:27])[CH2:20][C:21]([CH3:23])([CH2:24][OH:25])[O:22]2.[C:31](=[O:32])([OH:33])[O-:34].[CH2:1]([N:2]([CH:3]([CH3:4])[CH3:5])[CH:6]([CH3:7])[CH3:8])[CH3:9].[CH2:36]1[O:37][CH2:38][CH2:39][CH2:40]1.[Cl:10][CH2:11][O:12][CH3:13].[Na+:35].[OH2:30]>>[CH2:11]([O:12][CH3:13])[O:25][CH2:24][C:21]1([CH3:23])[CH2:20][c:19]2[c:18]([c:17]([CH3:28])[c:16]([CH3:29])[c:15]([Br:14])[c:26]2[CH3:27])[O:22]1.